From a dataset of the Open Reaction Database (ORD), a public repository of structured organic reaction records. describe an organic reaction: reactants, conditions, products, and yield Reactants: C(C)(C)(C)OC(N[C@@H](C(=O)N1CCN(CC1)C1=CN=C2N1C=CC=C2)CC2=CC=C(C=C2)Cl)=O ((R)-[1-(4-chlorobenzyl)-2-(4-imidazo[1,2-a]pyridin-3-yl-piperazin-1-yl)-2-oxo-ethyl]-carbamic acid tert-butyl ester). Solvent: C(Cl)Cl (DCM), Cl (HCl), CCOCC (Et2O). Product: Cl.Cl.N[C@@H](C(=O)N1CCN(CC1)C1=CN=C2N1C=CC=C2)CC2=CC=C(C=C2)Cl (2-(R)-amino-3-(4-chlorophenyl)-1-(4-imidazo[1,2-a]pyridin-3-yl-piperazin-1-yl)-propan-1-one dihydrochloride). Yield: 91.2%. RXN SMILES: C(OC(=O)[NH:7][C@H:8]([CH2:26][C:27]1[CH:32]=[CH:31][C:30]([Cl:33])=[CH:29][CH:28]=1)[C:9]([N:11]1[CH2:16][CH2:15][N:14]([C:17]2[N:21]3[CH:22]=[CH:23][CH:24]=[CH:25][C:20]3=[N:19][CH:18]=2)[CH2:13][CH2:12]1)=[O:10])(C)(C)C>C(Cl)Cl.Cl.CCOCC>[ClH:33].[ClH:33].[NH2:7][C@H:8]([CH2:26][C:27]1[CH:28]=[CH:29][C:30]([Cl:33])=[CH:31][CH:32]=1)[C:9]([N:11]1[CH2:16][CH2:15][N:14]([C:17]2[N:21]3[CH:22]=[CH:23][CH:24]=[CH:25][C:20]3=[N:19][CH:18]=2)[CH2:13][CH2:12]1)=[O:10] |f:4.5.6|. Procedure details: A solution of (R)-[1-(4-chlorobenzyl)-2-(4-imidazo[1,2-a]pyridin-3-yl-piperazin-1-yl)-2-oxo-ethyl]-carbamic acid tert-butyl ester (350 mg, 0.72 mmol) in DCM (3 mL) and 2.0N HCl in Et2O (2 mL) was stirred for 12 hours. The mixture was concentrated in vacuo and the resulting material was chromatographed (SiO2) using 10% MeOH/DCM followed by 10% (7N NH3 in MeOH)/DCM as eluent. This material was dissolved in MeOH followed by the addition of 2.0N HCl in Et2O, and then concentrated in vacuo. The resul...